describe an organic reaction: reactants, conditions, products, and yield From a dataset of the Open Reaction Database (ORD), a public repository of structured organic reaction records. Reactants: FC1=C(C=CC(=C1)[N+](=O)[O-])O (2-fluoro-4-nitrophenol), C(C)(C)N(C(C)C)CC (N,N-diisopropylethylamine), NC1=NC=CC(=C1)Cl (2-Amino-4-chloropyridine). The solvent is CN1C(CCC1)=O (N-methylpyrrolidone). Conditions: temperature 160 celsius, time 41 hour. Yields the product NC1=NC=CC(=C1)OC1=C(C=C(C=C1)[N+](=O)[O-])F (2-Amino-4-(2-fluoro-4-nitrophenoxy)pyridine). The yield is 19.5%. As a reaction SMILES: [NH2:1][C:2]1[CH:7]=[C:6](Cl)[CH:5]=[CH:4][N:3]=1.[F:9][C:10]1[CH:15]=[C:14]([N+:16]([O-:18])=[O:17])[CH:13]=[CH:12][C:11]=1[OH:19].C(N(CC)C(C)C)(C)C>CN1CCCC1=O>[NH2:1][C:2]1[CH:7]=[C:6]([O:19][C:11]2[CH:12]=[CH:13][C:14]([N+:16]([O-:18])=[O:17])=[CH:15][C:10]=2[F:9])[CH:5]=[CH:4][N:3]=1. Procedure: 2-Amino-4-chloropyridine (8.00 g) was dissolved in N-methylpyrrolidone (65 ml), and 2-fluoro-4-nitrophenol (19.55 g) and N,N-diisopropylethylamine (43.36 ml) were added thereto, followed by stirring at 160° C. for 41 hr. The reaction mixture was allowed to cool down to room temperature, and was partitioned between ethyl acetate-tetrahydrofuran (1:1) and a 2N aqueous solution of sodium hydroxide. The organic layer was washed with water and brine in this order. The aqueous layer was re-extracted w... Reactants: COc1ccc(CCNC(=O)CCc2ccc(Cl)cc2)cc1C, [Na+], [OH-], O, O=P(Cl)(Cl)Cl, Cc1ccccc1C. The product is COc1cc2c(cc1C)CCN=C2CCc1ccc(Cl)cc1. RXN SMILES: [CH3:1][c:2]1[cH:3][c:4]([CH2:10][CH2:11][NH:12][C:13]([CH2:14][CH2:15][c:16]2[cH:17][cH:18][c:19]([Cl:22])[cH:20][cH:21]2)=[O:23])[cH:5][cH:6][c:7]1[O:8][CH3:9].[Na+:38].[OH-:37].[OH2:39].[P:24]([Cl:25])([Cl:26])([Cl:27])=[O:28].[c:29]1([CH3:30])[c:31]([CH3:32])[cH:33][cH:34][cH:35][cH:36]1>>[CH3:1][c:2]1[cH:3][c:4]2[c:5]([cH:6][c:7]1[O:8][CH3:9])[C:13]([CH2:14][CH2:15][c:16]1[cH:17][cH:18][c:19]([Cl:22])[cH:20][cH:21]1)=[N:12][CH2:11][CH2:10]2.